From a dataset of the Open Reaction Database (ORD), a public repository of structured organic reaction records. describe an organic reaction: reactants, conditions, products, and yield Reported procedure: A suspension of methyl triphenyl phosphonium bromide (325 mg, 0.95 mmol) and t-BuOK (87.5 mg, 0.78 mmol) in dry tetrahydrofuran (1 mL) was stirred at 0° C. for 1 hour. To this mixture at 0° C., a solution of Compound I (50 mg, 0.26 mmol) in dry tetrahydrofuran (1 mL) was added dropwise. The reaction mixture was stirred at 0° C. for 1 hour and at room temperature for 2 hours and then refluxed for 5 hours. It was then cooled to 0° C. and quenched by NH4Cl solution with stirring for 30 minutes. The... Reagents/catalysts: [Br-].C[P+](C1=CC=CC=C1)(C1=CC=CC=C1)C1=CC=CC=C1 (methyl triphenyl phosphonium bromide). The solvent is O1CCCC1 (tetrahydrofuran), O1CCCC1 (tetrahydrofuran). RXN SMILES: [CH3:1]C([O-])(C)C.[K+].[O:7]1[C:11]2[CH:12]=[CH:13][C:14]([C:16]([CH3:20])([CH3:19])[CH:17]=O)=[CH:15][C:10]=2[O:9][CH2:8]1>[Br-].C[P+](C1C=CC=CC=1)(C1C=CC=CC=1)C1C=CC=CC=1.O1CCCC1>[CH3:20][C:16]([C:14]1[CH:13]=[CH:12][C:11]2[O:7][CH2:8][O:9][C:10]=2[CH:15]=1)([CH:17]=[CH2:1])[CH3:19] |f:0.1,3.4|. Run at temperature 0 celsius, time 1 hour. Product: CC(C)(C=C)C1=CC2=C(OCO2)C=C1 (5-(2-methylbut-3-en-2-yl)benzo[d][1,3]dioxole). Reactants: O1COC2=C1C=CC(=C2)C(C=O)(C)C (2-(1,3-benzodioxol-5-yl)-2-methyl propanal), CC(C)(C)[O-].[K+] (t-BuOK). Starting materials: C(C)(C)(C)[Si](OC1(CC1)C1CCCC(N1S(=O)(=O)C1=CC=C(C=C1)Cl)C=1C=NC=CC1)(C)C (6-[1-(tert-Butyl-dimethyl-silanyloxy)-cyclopropyl]-1-(4-chloro-benzenesulfonyl)-1,2,3,4,5,6-hexahydro-[2,3′]bipyridinyl), CCCC[N+](CCCC)(CCCC)CCCC.[F-] (TBAF). The solvent is C1CCOC1 (THF). Conditions: time 2 hour. The product is ClC1=CC=C(C=C1)S(=O)(=O)N1C(CCCC1C1(CC1)O)C=1C=NC=CC1 (1-[1-(4-Chloro-benzenesulfonyl)-1,2,3,4,5,6-hexahydro-[2,3′]bipyridinyl-6-yl]-cyclopropanol). Isolated yield 8.9%. As a reaction SMILES: C([Si](C)(C)[O:6][C:7]1([CH:10]2[N:15]([S:16]([C:19]3[CH:24]=[CH:23][C:22]([Cl:25])=[CH:21][CH:20]=3)(=[O:18])=[O:17])[CH:14]([C:26]3[CH:27]=[N:28][CH:29]=[CH:30][CH:31]=3)[CH2:13][CH2:12][CH2:11]2)[CH2:9][CH2:8]1)(C)(C)C.CCCC[N+](CCCC)(CCCC)CCCC.[F-]>C1COCC1>[Cl:25][C:22]1[CH:21]=[CH:20][C:19]([S:16]([N:15]2[CH:10]([C:7]3([OH:6])[CH2:9][CH2:8]3)[CH2:11][CH2:12][CH2:13][CH:14]2[C:26]2[CH:27]=[N:28][CH:29]=[CH:30][CH:31]=2)(=[O:18])=[O:17])=[CH:24][CH:23]=1 |f:1.2|. Procedure details: A solution of the silyl ether of Step 6 (79.2 mg, 1.56 mmol) in THF (20 mL) was treated with TBAF (2.0 mmol, 2.0 mL, 1M in THF). After stirring for 2 h at room temperature, the solvent was removed and the residue was purified by chromatography (eluting with EtOAc) to give 54.4 mg (89%) of the title compound as a white solid. 1H NMR (CDCl3 300 MHz) δ8.75 (1H, s) 8.50 (1H, s), 8.12 (1H, d), 7.80 (2H, d), 7.50 (2H, d), 7.35 (1H, m), 5.18 (1H, m), 3.60 (1H, d), 2.23 (1H, m), 1.97 (1H, m), 1.80 (1H, ...